Dataset: the Open Reaction Database (ORD), a public repository of structured organic reaction records. Task: describe an organic reaction: reactants, conditions, products, and yield The reactants are Cl (HCl), [OH-].[Na+] (sodium hydroxide), C(C)(C)(C)O[C@H](C(=O)OC(C)C)C=1C(=NC(=C(C1N1CCC(CC1)(C)CC)C1=CC=C(C=C1)OCCC1=CC=C(C=C1)F)C)C ((S)-isopropyl 2-(tert-butoxy)-2-(4-(4-ethyl-4-methylpiperidin-1-yl)-5-(4-(4-fluorophenethoxy)phenyl)-2,6-dimethylpyridin-3-yl)acetate), [OH-].[Na+] (sodium hydroxide). The solvent is C(C)O (ethanol). Reaction conditions: temperature 90 celsius, time 24 hour. The product is C(C)(C)(C)O[C@H](C(=O)O)C=1C(=NC(=C(C1N1CCC(CC1)(C)CC)C1=CC=C(C=C1)OCCC1=CC=C(C=C1)F)C)C ((S)-2-(tert-butoxy)-2-(4-(4-ethyl-4-methylpiperidin-1-yl)-5-(4-(4-fluorophenethoxy)phenyl)-2,6-dimethylpyridin-3-yl)acetic acid). The yield is 97.2%. As a reaction SMILES: [OH-].[Na+].[C:3]([O:7][C@@H:8]([C:15]1[C:16]([CH3:47])=[N:17][C:18]([CH3:46])=[C:19]([C:30]2[CH:35]=[CH:34][C:33]([O:36][CH2:37][CH2:38][C:39]3[CH:44]=[CH:43][C:42]([F:45])=[CH:41][CH:40]=3)=[CH:32][CH:31]=2)[C:20]=1[N:21]1[CH2:26][CH2:25][C:24]([CH2:28][CH3:29])([CH3:27])[CH2:23][CH2:22]1)[C:9]([O:11]C(C)C)=[O:10])([CH3:6])([CH3:5])[CH3:4].Cl>C(O)C>[C:3]([O:7][C@@H:8]([C:15]1[C:16]([CH3:47])=[N:17][C:18]([CH3:46])=[C:19]([C:30]2[CH:31]=[CH:32][C:33]([O:36][CH2:37][CH2:38][C:39]3[CH:44]=[CH:43][C:42]([F:45])=[CH:41][CH:40]=3)=[CH:34][CH:35]=2)[C:20]=1[N:21]1[CH2:26][CH2:25][C:24]([CH2:28][CH3:29])([CH3:27])[CH2:23][CH2:22]1)[C:9]([OH:11])=[O:10])([CH3:6])([CH3:4])[CH3:5] |f:0.1|. Procedure: The 1.86 mL of 1M sodium hydroxide (74 mg, 1.86 mmol) was added to a solution (S)-isopropyl 2-(tert-butoxy)-2-(4-(4-ethyl-4-methylpiperidin-1-yl)-5-(4-(4-fluorophenethoxy)phenyl)-2,6-dimethylpyridin-3-yl)acetate (128 mg, 0.207 mmol) in ethanol (2 mL) and stirred for 24 h at 90° C. An additional 0.8 mL sodium hydroxide was added and the reaction was continued for 24 h. The reaction mixture was neutralized with 1N HCl solution, extracted with EtOAc, and the organic layer was washed with brine, and... Starting materials: ClC=1C2=C(N=CN1)C=CC(=N2)C2=CC=C(C=C2)F (4-chloro-6-(4-fluorophenyl)-pyrido[3,2-d]pyrimidine), CN(C)CCO.[H-].[Na+] (2-(N,N-dimethylamino)ethanol NaH), O(C1=CC=CC=C1)C=1C2=C(N=CN1)C=CC(=N2)C2=CC=C(C=C2)F (4-phenoxy-6-(4-fluorophenyl)-pyrido[3,2-d]pyrimidine). Yields the product CN(C)CCOC=1C2=C(N=CN1)C=CC(=N2)C2=CC=C(C=C2)F (4-[2-(N,N-dimethylamino)ethoxy]-6-(4-fluorophenyl)-pyrido[3,2-d]pyrimidine). Isolated yield 20.0%. As a reaction SMILES: Cl[C:2]1[C:3]2[N:11]=[C:10]([C:12]3[CH:17]=[CH:16][C:15]([F:18])=[CH:14][CH:13]=3)[CH:9]=[CH:8][C:4]=2[N:5]=[CH:6][N:7]=1.[CH3:19][N:20]([CH2:22][CH2:23][OH:24])[CH3:21].[H-].[Na+].O(C1C2N=C(C3C=CC(F)=CC=3)C=CC=2N=CN=1)C1C=CC=CC=1>>[CH3:19][N:20]([CH2:22][CH2:23][O:24][C:2]1[C:3]2[N:11]=[C:10]([C:12]3[CH:17]=[CH:16][C:15]([F:18])=[CH:14][CH:13]=3)[CH:9]=[CH:8][C:4]=2[N:5]=[CH:6][N:7]=1)[CH3:21] |f:1.2.3|. Reported procedure: was synthesized from 4-chloro-6-(4-fluorophenyl)-pyrido[3,2-d]pyrimidine and 2-(N,N-dimethylamino)ethanol/NaH, in 20% yield, using the procedure described for the synthesis of 4-phenoxy-6-(4-fluorophenyl)-pyrido[3,2-d]pyrimidine. The mass spectrum characterising data was as follows: MS (m/z): 313 ([M+H]+, 100). Starting materials: 5-(2-formylaminomethyl)prop-2-yl, [H][H] (hydrogen), N1=CC=C(C=C1)C=1NC2=C(N1)C=CC=C2 (2-(4-pyridinyl)-benzimidazole), CO (methanol). The reagents and catalysts are [Pd] (palladium on charcoal). Run in C(C)(=O)O (acetic acid). The product is C(=O)NCC(C)(C)C1=CC2=C(N=C(N2)C2CCNCC2)C=C1 (5-(2-Formylaminomethylprop-2-yl)-2-(4-piperidinyl)benzimidazole). As a reaction SMILES: [N:1]1[CH:6]=[CH:5][C:4]([C:7]2[NH:8][C:9]3[CH:15]=[CH:14][CH:13]=[CH:12][C:10]=3[N:11]=2)=[CH:3][CH:2]=1.[CH3:16][OH:17].[H][H]>[Pd].C(O)(=O)C>[CH:16]([NH:8][CH2:7][C:4]([C:14]1[CH:13]=[CH:12][C:10]2[N:11]=[C:7]([CH:4]3[CH2:3][CH2:2][NH:1][CH2:6][CH2:5]3)[NH:8][C:9]=2[CH:15]=1)([CH3:5])[CH3:3])=[O:17]. Procedure: 3.0 g. of the 5-(2-formylaminomethyl)prop-2-yl)-2-(4-pyridinyl)-benzimidazole prepared in Example 2 are hydrogenated in 50 ml. methanol in the presence of 1 ml. glacial acetic acid and 1 g. 10% palladium on charcoal for 6 hours at 50° C. and 5 bar hydrogen pressure. The reaction mixture is filtered, the filtrate is evaporated in a vacuum, the residue is digested with ethyl acetate, filtered off with suction and the residue is dissolved in 40 ml. hot dimethylformamide and filtered. After cooling,... The solvent is C(Cl)(Cl)Cl (chloroform). Run at time 1 hour. Yields the product O=C1C2=C(C=CC3=C1C=CC(=C3)C(C(=O)Cl)C)C=CC=C2 (2-(5-oxo-5H-dibenzo[a,d]cyclohepten-2-yl)propionyl chloride). Procedure details: 1.0 G. of 2-(5-oxo-5H-dibenzo[a,d]cyclohepten-2-yl)propionic acid is dissolved in 25 ml. of chloroform, and 1 ml. of thionyl chloride and 0.1 ml. of diethylformamide are added thereto. The mixture is left for 1 hour then evaporated under high vacuum to afford 2-(5-oxo-5H-dibenzo[a,d]cyclohepten-2-yl)propionyl chloride. In similar manner, substituting the acids prepared in Preparations 3 and 5-8 for the 2-(5-oxo-5H-dibenzo[a,d]cyclohepten-2-yl)propionic acid used above, the corresponding acid chl... The reactants are O=C1C2=C(C=CC3=C1C=CC(=C3)C(C(=O)O)C)C=CC=C2 (2-(5-oxo-5H-dibenzo[a,d]cyclohepten-2-yl)propionic acid), S(=O)(Cl)Cl (thionyl chloride), C(C)N(C=O)CC (diethylformamide). Reaction SMILES: [O:1]=[C:2]1[C:8]2[CH:9]=[CH:10][C:11]([CH:13]([CH3:17])[C:14](O)=[O:15])=[CH:12][C:7]=2[CH:6]=[CH:5][C:4]2[CH:18]=[CH:19][CH:20]=[CH:21][C:3]1=2.S(Cl)([Cl:24])=O.C(N(CC)C=O)C>C(Cl)(Cl)Cl>[O:1]=[C:2]1[C:8]2[CH:9]=[CH:10][C:11]([CH:13]([CH3:17])[C:14]([Cl:24])=[O:15])=[CH:12][C:7]=2[CH:6]=[CH:5][C:4]2[CH:18]=[CH:19][CH:20]=[CH:21][C:3]1=2. Starting materials: C=1N=CN2C1[C@H]1N(C(C3=C2C=CC=C3)=O)CC1 ((S)-12,12a-dihydro-9H,11H-azeto[2,1-c]imidazo[1,5-a][1,4]benzodiazepin-9-one), ClN1C(CCC1=O)=O (N-chlorosuccinimide), CN(C=O)C (dimethylformamide). Run in O (water). Conditions: time 40 minute. Yields the product ClC=1N=CN2C1[C@H]1N(C(C3=C2C=CC=C3)=O)CC1 ((S)-1-chloro-12,12a-dihydro-9H,11H-azeto[2,1-c]imidazo[1,5-a][1,4]benzodiazepin-9-one). As a reaction SMILES: [CH:1]1[N:2]=[CH:3][N:4]2[C:10]3[CH:11]=[CH:12][CH:13]=[CH:14][C:9]=3[C:8](=[O:15])[N:7]3[CH2:16][CH2:17][C@H:6]3[C:5]=12.[Cl:18]N1C(=O)CCC1=O.CN(C)C=O>O>[Cl:18][C:1]1[N:2]=[CH:3][N:4]2[C:10]3[CH:11]=[CH:12][CH:13]=[CH:14][C:9]=3[C:8](=[O:15])[N:7]3[CH2:16][CH2:17][C@H:6]3[C:5]=12. Procedure: 0.54 g (2.4 mmol) of (S)-12,12a-dihydro-9H,11H-azeto[2,1-c]imidazo[1,5-a][1,4]benzodiazepin-9-one and 0.32 g (2.4 mmol) of N-chlorosuccinimide are treated with 10 ml of dimethylformamide and the mixture is stirred at 90° for 40 minutes. The mixture is poured into 50 ml of water and extracted four times with chloroform. The combined chloroform extracts are washed three times with water, dried over magnesium suphate and evaporated. The crude product is chromatographed on silica gel using chlorofor... Reactants: OCc1ccc(Cl)cc1, Oc1ccc(Oc2cccc(F)c2)cc1Cl, C1CCOC1, c1ccc(P(c2ccccc2)c2ccccc2)cc1. The product is Fc1cccc(Oc2ccc(OCc3ccc(Cl)cc3)c(Cl)c2)c1. Reaction SMILES: [Cl:17][c:18]1[cH:19][cH:20][c:21]([CH2:22][OH:23])[cH:24][cH:25]1.[Cl:1][c:2]1[c:3]([OH:16])[cH:4][cH:5][c:6]([O:8][c:9]2[cH:10][c:11]([F:15])[cH:12][cH:13][cH:14]2)[cH:7]1.[O:45]1[CH2:46][CH2:47][CH2:48][CH2:49]1.[c:26]1([P:27]([c:28]2[cH:29][cH:30][cH:31][cH:32][cH:33]2)[c:34]2[cH:35][cH:36][cH:37][cH:38][cH:39]2)[cH:40][cH:41][cH:42][cH:43][cH:44]1>>[Cl:1][c:2]1[c:3]([O:16][CH2:22][c:21]2[cH:20][cH:19][c:18]([Cl:17])[cH:25][cH:24]2)[cH:4][cH:5][c:6]([O:8][c:9]2[cH:10][c:11]([F:15])[cH:12][cH:13][cH:14]2)[cH:7]1. Reactants: C1(=CC=C(C=C1)N1C2=CC=CC=C2C=2C=CC=CC12)C (9-p-Tolylcarbazole), C1(=CC=CC=C1)C (toluene), Example 1 ( 1 ), CN(C)C=O (DMF), P(=O)(Cl)(Cl)Cl (phosphorus oxychloride), C1(=CC=CC=C1)C (toluene), C(C)(=O)OCC (ethyl acetate). The reagents and catalysts are [Cl-].[Zn+2].[Cl-] (zinc chloride). Yields the product C(=O)C=1C=CC=2N(C3=CC=C(C=C3C2C1)C=O)CC1=CC=CC=C1 (3,6-diformyl-9-benzylcarbazole). Isolated yield 23.5%. Reaction SMILES: C1(C)C=CC([N:7]2[C:19]3[CH:18]=[CH:17]C=[CH:15][C:14]=3[C:13]3[C:8]2=[CH:9][CH:10]=[CH:11][CH:12]=3)=CC=1.CN([CH:24]=[O:25])C.P(Cl)(Cl)(Cl)=O.[C:31]1([CH3:37])[CH:36]=[CH:35][CH:34]=[CH:33][CH:32]=1.C([O:41][CH2:42][CH3:43])(=O)C>[Cl-].[Zn+2].[Cl-]>[CH:24]([C:11]1[CH:10]=[CH:9][C:8]2[N:7]([CH2:37][C:31]3[CH:36]=[CH:35][CH:34]=[CH:33][CH:32]=3)[C:19]3[C:14]([C:13]=2[CH:12]=1)=[CH:15][C:43]([CH:42]=[O:41])=[CH:17][CH:18]=3)=[O:25] |f:5.6.7|. Procedure details: 7.0 g (27.2 mmol) of 9-benzylcarbazole (4d), 11.8 g (161.4 mmol) of DMF, 4.0 g (29.3 mmol) of zinc chloride, 17.0 g (110.9 mmol) of phosphorus oxychloride and 100 ml of toluene were allowed to react and after treated in the same manner as with Example 1 (1), and treated by silica gel column chromatography (eluent: toluene, and then ethyl acetate) to obtain crystals. These crystals were recrystallized from ethyl acetate toluene to obtain 3.0 g of 3,6-diformyl-9-benzylcarbazole. Product: CCOC(=O)C(Cc1ccc(OCC=C(c2ccccc2)c2ccc(Br)cc2)cc1)OCC. As a reaction SMILES: [Br:1][c:2]1[cH:3][cH:4][c:5]([C:8](=[CH:9][CH2:10][OH:11])[c:12]2[cH:13][cH:14][cH:15][cH:16][cH:17]2)[cH:6][cH:7]1.[CH2:18]([P:19]([CH2:20][CH2:21][CH2:22][CH3:23])[CH2:24][CH2:25][CH2:26][CH3:27])[CH2:28][CH2:29][CH3:30].[CH2:31]([CH3:32])[O:33][C:34]([CH:35]([CH2:36][c:37]1[cH:38][cH:39][c:40]([OH:43])[cH:41][cH:42]1)[O:44][CH2:45][CH3:46])=[O:47].[N:48]([C:49]([N:50]1[CH2:51][CH2:52][CH2:53][CH2:54][CH2:55]1)=[O:56])=[N:57][C:58]([N:59]1[CH2:60][CH2:61][CH2:62][CH2:63][CH2:64]1)=[O:65].[cH:66]1[cH:67][cH:68][cH:69][cH:70][cH:71]1>>[Br:1][c:2]1[cH:3][cH:4][c:5]([C:8](=[CH:9][CH2:10][O:11][c:40]2[cH:39][cH:38][c:37]([CH2:36][CH:35]([C:34]([O:33][CH2:31][CH3:32])=[O:47])[O:44][CH2:45][CH3:46])[cH:42][cH:41]2)[c:12]2[cH:13][cH:14][cH:15][cH:16][cH:17]2)[cH:6][cH:7]1. The reactants are OCC=C(c1ccccc1)c1ccc(Br)cc1, CCCCP(CCCC)CCCC, CCOC(=O)C(Cc1ccc(O)cc1)OCC, O=C(N=NC(=O)N1CCCCC1)N1CCCCC1, c1ccccc1. The reactants are C(C1=CC=CC=C1)OC(=O)N1CCN(CC1)C1=NC=CC=C1NC(C(F)(F)F)=O (1-[Benzyloxycarbonyl]-4-[3-(2,2,2-trifluoroacetamido)-2-pyridinyl]piperazine). Reagents/catalysts: [Pd] (palladium on carbon). Run in C(C)O (ethanol). Reaction conditions: time 20 hour. Product: FC(C(=O)NC=1C(=NC=CC1)N1CCNCC1)(F)F (1-[3-(2,2,2-Trifluoroacetamido)-2-pyridinyl]piperazine). Reaction SMILES: C(OC([N:11]1[CH2:16][CH2:15][N:14]([C:17]2[C:22]([NH:23][C:24](=[O:29])[C:25]([F:28])([F:27])[F:26])=[CH:21][CH:20]=[CH:19][N:18]=2)[CH2:13][CH2:12]1)=O)C1C=CC=CC=1>C(O)C.[Pd]>[F:27][C:25]([F:26])([F:28])[C:24]([NH:23][C:22]1[C:17]([N:14]2[CH2:13][CH2:12][NH:11][CH2:16][CH2:15]2)=[N:18][CH:19]=[CH:20][CH:21]=1)=[O:29]. Reported procedure: 1-[Benzyloxycarbonyl]-4-[3-(2,2,2-trifluoroacetamido)-2-pyridinyl]piperazine (PREPARATION 101), is dissolved in 70 ml of ethanol and 0.25 g of 10% palladium on carbon is added. The reaction is hydrogenated at 40 psi for 20 hr. Then it is filtered through a pad of celite and concentrated in vacuo to afford the title compound which is used without further purification, NMR (300 MHz, CDCl3) 8.51, 8.21, 7.19, and 3.45-3.47 δ.